Dataset: the Open Reaction Database (ORD), a public repository of structured organic reaction records. Task: describe an organic reaction: reactants, conditions, products, and yield Reactants: C1(=CC=CC=C1)P(C1=CC=CC=C1)(C1=CC=CC=C1)=O (triphenylphosphine oxide), FC(S(=O)(=O)OS(=O)(=O)C(F)(F)F)(F)F (trifluoromethanesulfonic anhydride), C(C)N(C=1C=CC=C2C=C(NC12)C(=O)NCCSC(C1=CC=CC=C1)(C1=CC=CC=C1)C1=CC=CC=C1)S(=O)(=O)C=1SC=CC1 (7-[ethyl(2-thienylsulfonyl)amino]-N-[2-(tritylthio)ethyl]-1H-indole-2-carboxamide). Solvent: ClCCl (dichloromethane). Reaction conditions: time 10 minute. The product is S1C(=NCC1)C=1NC2=C(C=CC=C2C1)N(S(=O)(=O)C=1SC=CC1)CC (N-[2-(4,5-Dihydro-1,3-thiazol-2-yl)-1H-indol-7-yl]-N-ethylthiophene-2-sulfonamide). Isolated yield 33.7%. RXN SMILES: C1(P(=O)(C2C=CC=CC=2)C2C=CC=CC=2)C=CC=CC=1.FC(F)(F)S(OS(C(F)(F)F)(=O)=O)(=O)=O.[CH2:36]([N:38]([S:73]([C:76]1[S:77][CH:78]=[CH:79][CH:80]=1)(=[O:75])=[O:74])[C:39]1[CH:40]=[CH:41][CH:42]=[C:43]2[C:47]=1[NH:46][C:45]([C:48]([NH:50][CH2:51][CH2:52][S:53]C(C1C=CC=CC=1)(C1C=CC=CC=1)C1C=CC=CC=1)=O)=[CH:44]2)[CH3:37]>ClCCl>[S:53]1[CH2:52][CH2:51][N:50]=[C:48]1[C:45]1[NH:46][C:47]2[C:43]([CH:44]=1)=[CH:42][CH:41]=[CH:40][C:39]=2[N:38]([CH2:36][CH3:37])[S:73]([C:76]1[S:77][CH:78]=[CH:79][CH:80]=1)(=[O:75])=[O:74]. Procedure: To a solution of triphenylphosphine oxide (2.34 g) in dichloromethane (25 mL) was slowly added trifluoromethanesulfonic anhydride (0.71 mL) at 0° C. The mixture was stirred for 10 min, and 7-[ethyl(2-thienylsulfonyl)amino]-N-[2-(tritylthio)ethyl]-1H-indole-2-carboxamide (0.89 g) was added. The reaction mixture was stirred at room temperature for 3 hr and concentrated. Saturated aqueous sodium hydrogen carbonate was added, and the mixture was extracted with ethyl acetate. The ethyl acetate layer ...